From a dataset of the Open Reaction Database (ORD), a public repository of structured organic reaction records. describe an organic reaction: reactants, conditions, products, and yield Starting materials: CC(C)=O, CI, [K+], [K+], O=C([O-])[O-], O=C1CCC(c2ccc(O)cc2)CC1. Yields the product COc1ccc(C2CCC(=O)CC2)cc1. RXN SMILES: [CH3:23][C:24](=[O:25])[CH3:26].[I:21][CH3:22].[K+:15].[K+:16].[O-:17][C:18]([O-:19])=[O:20].[OH:1][c:2]1[cH:3][cH:4][c:5]([CH:8]2[CH2:9][CH2:10][C:11](=[O:14])[CH2:12][CH2:13]2)[cH:6][cH:7]1>>[O:1]([c:2]1[cH:3][cH:4][c:5]([CH:8]2[CH2:9][CH2:10][C:11](=[O:14])[CH2:12][CH2:13]2)[cH:6][cH:7]1)[CH3:18]. Starting materials: NCC1=NOC(=N1)C=1N=CN2C1CN(C(C1=C2C=CC=C1Cl)=O)C (3-(3-aminomethyl-1,2,4-oxadiazol-5-yl)-7-chloro-5,6-dihydro-5-methyl-4H-imidazo[1,5-a][1,4]benzodiazepin-6-one), C(C)N(C(C)C)C(C)C (N-ethyldiisopropylamine), C(C=C)Br (allyl bromide). The solvent is CN(C=O)C (N,N-dimethylformamide). Yields the product C(C=C)NCC1=NOC(=N1)C=1N=CN2C1CN(C(C1=C2C=CC=C1Cl)=O)C (3-(3-allylaminomethyl-1,2,4-oxadiazol-5-yl)-7-chloro-5,6-dihydro-5-methyl-4H-imidazo[1,5-a]-[1,4]benzodiazepin-6-one). Yield: 6.0%. RXN SMILES: [NH2:1][CH2:2][C:3]1[N:7]=[C:6]([C:8]2[N:9]=[CH:10][N:11]3[C:17]4[CH:18]=[CH:19][CH:20]=[C:21]([Cl:22])[C:16]=4[C:15](=[O:23])[N:14]([CH3:24])[CH2:13][C:12]=23)[O:5][N:4]=1.C(N(C(C)C)[CH:28]([CH3:30])[CH3:29])C.C(Br)C=C>CN(C)C=O>[CH2:30]([NH:1][CH2:2][C:3]1[N:7]=[C:6]([C:8]2[N:9]=[CH:10][N:11]3[C:17]4[CH:18]=[CH:19][CH:20]=[C:21]([Cl:22])[C:16]=4[C:15](=[O:23])[N:14]([CH3:24])[CH2:13][C:12]=23)[O:5][N:4]=1)[CH:28]=[CH2:29]. Procedure details: 5.17 g (15 mmol) of 3-(3-aminomethyl-1,2,4-oxadiazol-5-yl)-7-chloro-5,6-dihydro-5-methyl-4H-imidazo[1,5-a][1,4]benzodiazepin-6-one, 45 ml of N,N-dimethylformamide, 6.5 ml (37.5 mmol) of N-ethyldiisopropylamine and 3.63 g (30 mmol) of allyl bromide were stirred at room temperature for 1 hour. The reaction solution was evaporated and the residue was chromatographed on 250 g of silica gel while eluting with ethyl acetate. The uniform fractions having the smaller Rf value were evaporated. There was ... The reactants are C(Cl)C1CO1 (epichlorohydrin), [OH-].[Na+] (NaOH), CS(=O)C (DMSO), CC1(C2=C(C3=C(O1)C=C(C=C3)O)CCCC2)C (7,8,9,10-tetrahydro-6,6-dimethyl-3-hydroxy-6H-dibenzo[b,d]pyran). The solvent is O (water), O (water). The product is CC1(C2=C(C3=C(O1)C=C(C=C3)OCC3OC3)CCCC2)C (7,8,9,10-tetrahydro-6,6-dimethyl-3-(oxiranylmethoxy)-6H-dibenzo[b,d]pyran). RXN SMILES: [OH-].[Na+].CS(C)=O.[CH3:7][C:8]1([CH3:23])[O:13][C:12]2[CH:14]=[C:15]([OH:18])[CH:16]=[CH:17][C:11]=2[C:10]2[CH2:19][CH2:20][CH2:21][CH2:22][C:9]1=2.[CH2:24]([CH:26]1[O:28][CH2:27]1)Cl>O>[CH3:7][C:8]1([CH3:23])[O:13][C:12]2[CH:14]=[C:15]([O:18][CH2:24][CH:26]3[CH2:27][O:28]3)[CH:16]=[CH:17][C:11]=2[C:10]2[CH2:19][CH2:20][CH2:21][CH2:22][C:9]1=2 |f:0.1|. Procedure details: To a stirred solution of NaOH (4.0 g, 0.1 m) DMSO (250 ml) and water (250 ml) was added 7,8,9,10-tetrahydro-6,6-dimethyl-3-hydroxy-6H-dibenzo[b,d]pyran (21.3 g, 0.0926 m) and then epichlorohydrin (60 g, 0.648 m) and the mixture stirred for 5 hours, treated with water (1 L) and extracted with ether (3×500 ml). The combined extracts were dried over MgSO4 and evaporated to give 7,8,9,10-tetrahydro-6,6-dimethyl-3-(oxiranylmethoxy)-6H-dibenzo[b,d]pyran as a pale yellow oil, 23.2 g. This material was ... Reactants: C(#N)C1=CN(C2=CC=CC=C12)C1=CC(OC2=C1C=C(C=C2)C#N)(C)C (4-(3-cyano-1H-indol-1-yl)-2,2-dimethyl-2H-1-benzopyran-6-carbonitrile). The reagents and catalysts are [OH-].[Pd+2].[OH-] (palladium hydroxide). Solvent: CO.C(C)(=O)OCC (methanol ethyl acetate). Run at time 2 day. Product: C(#N)C=1C=CC2=C(C(CC(O2)(C)C)N2C=C(C3=CC=CC=C23)C#N)C1 (1-(6-Cyano-3,4-dihydro-2,2-dimethyl-2H-1-benzopyran-4-yl)-1H-indole-3-carbonitrile). RXN SMILES: [C:1]([C:3]1[C:11]2[C:6](=[CH:7][CH:8]=[CH:9][CH:10]=2)[N:5]([C:12]2[C:17]3[CH:18]=[C:19]([C:22]#[N:23])[CH:20]=[CH:21][C:16]=3[O:15][C:14]([CH3:25])([CH3:24])[CH:13]=2)[CH:4]=1)#[N:2]>CO.C(OCC)(=O)C.[OH-].[Pd+2].[OH-]>[C:22]([C:19]1[CH:20]=[CH:21][C:16]2[O:15][C:14]([CH3:25])([CH3:24])[CH2:13][CH:12]([N:5]3[C:6]4[C:11](=[CH:10][CH:9]=[CH:8][CH:7]=4)[C:3]([C:1]#[N:2])=[CH:4]3)[C:17]=2[CH:18]=1)#[N:23] |f:1.2,3.4.5|. Reported procedure: 4-(3-Cyano-1H-indol-1-yl)-2,2-dimethyl-2H-1-benzopyran-6-carbonitrile (25 mg, prepared according to Example 1) in methanol/ethyl acetate (3:1) was treated with an equal weight of palladium hydroxide catalyst and shaken under an atmosphere of hydrogen at 55 psi over 2 days, recharging the catalyst midway, to provide a 53:30 mixture of the desired compound and the starting material along with minor amounts of by-products. Another 250 mg of starting material was treated in an identical manner. Puri...